Dataset: the Open Reaction Database (ORD), a public repository of structured organic reaction records. Task: describe an organic reaction: reactants, conditions, products, and yield The reactants are C(C1=CC=CC=C1)(=O)NC(NC1=C2C(=C3C(=N1)N(C(=C3)C(=O)N(C3CC3)C3CC3)CC)N(C=N2)C)=S (4-(3-Benzoylthioureido)-N,N-dicyclopropyl-6-ethyl-1-methyl-1,6-dihydroimidazo[4,5-d]pyrrolo[2,3-b]pyridine-7-carboxamide), [OH-].[Na+] (NaOH). The solvent is CCO (EtOH). The product is C1(CC1)N(C(=O)C1=CC=2C(=NC(=C3C2N(C=N3)C)NC(=S)N)N1CC)C1CC1 (N,N-dicyclopropyl-6-ethyl-1-methyl-4-thioureido-1,6-dihydroimidazo[4,5-d]pyrrolo[2,3-b]pyridine-7-carboxamide). Yield: 82.1%. RXN SMILES: C([NH:9][C:10](=[S:36])[NH:11][C:12]1[N:17]=[C:16]2[N:18]([CH2:30][CH3:31])[C:19]([C:21]([N:23]([CH:27]3[CH2:29][CH2:28]3)[CH:24]3[CH2:26][CH2:25]3)=[O:22])=[CH:20][C:15]2=[C:14]2[N:32]([CH3:35])[CH:33]=[N:34][C:13]=12)(=O)C1C=CC=CC=1.[OH-].[Na+]>CCO>[CH:27]1([N:23]([CH:24]2[CH2:25][CH2:26]2)[C:21]([C:19]2[N:18]([CH2:30][CH3:31])[C:16]3=[N:17][C:12]([NH:11][C:10]([NH2:9])=[S:36])=[C:13]4[N:34]=[CH:33][N:32]([CH3:35])[C:14]4=[C:15]3[CH:20]=2)=[O:22])[CH2:28][CH2:29]1 |f:1.2|. Procedure: 4-(3-Benzoylthioureido)-N,N-dicyclopropyl-6-ethyl-1-methyl-1,6-dihydroimidazo[4,5-d]pyrrolo[2,3-b]pyridine-7-carboxamide (example 2A, 306 mg, 0.61 mmol) and 1N NaOH (10 ml, 10.00 mmol) in 10 ml EtOH were heated at 60° C. for 1 h. The reaction was cooled to room temperature and concentrated. The remaining aqueous solution was extracted (3×) with ethyl acetate. The organic phase was dried over Na2SO4, filtered, and concentrated. Purification by silica gel chromatography (dichloromethane/methanol 0... Starting materials: O=C1CCC(=O)N1Br, CO, CN(C)C=O, O, OCc1c(Cl)cncc1Cl, c1ccc(P(c2ccccc2)c2ccccc2)cc1. The product is Clc1cncc(Cl)c1CBr. RXN SMILES: [Br:11][N:12]1[C:13](=[O:14])[CH2:15][CH2:16][C:17]1=[O:18].[CH3:38][OH:39].[CH3:40][N:41]([CH3:42])[CH:43]=[O:44].[OH2:45].[OH:1][CH2:2][c:3]1[c:4]([Cl:10])[cH:5][n:6][cH:7][c:8]1[Cl:9].[c:19]1([P:20]([c:21]2[cH:22][cH:23][cH:24][cH:25][cH:26]2)[c:27]2[cH:28][cH:29][cH:30][cH:31][cH:32]2)[cH:33][cH:34][cH:35][cH:36][cH:37]1>>[CH2:2]([c:3]1[c:4]([Cl:10])[cH:5][n:6][cH:7][c:8]1[Cl:9])[Br:11]. Starting materials: CN(C(C1=CC(=C(C(=C1)OC)OC)OC)=O)CC(CCS(=O)(=O)C)C1=CC=C(C=C1)Cl (N-methyl-N-(2-(4-chlorophenyl)-4-methanesulfonylbutyl)-3,4,5-trimethoxybenzamide), I.N1C(=NC2=C1C=CC=C2)C(=O)C2CCNCC2 (4-(1H-benzimidazole-2-carbonyl)piperidine hydriodic acid salt). The product is CN(C(C1=CC(=C(C(=C1)OC)OC)OC)=O)CC(CCN1CCC(CC1)C(=O)C1=NC2=C(N1)C=CC=C2)C2=CC=C(C=C2)Cl (N-Methyl-N-(4-(4-(1H-benzimidazole-2-carbonyl)piperidin-1-yl)-2-(4-chlorophenyl)butyl)-3,4,5-trimethoxybenzamide). As a reaction SMILES: [CH3:1][N:2]([CH2:17][CH:18]([C:25]1[CH:30]=[CH:29][C:28]([Cl:31])=[CH:27][CH:26]=1)[CH2:19][CH2:20]S(C)(=O)=O)[C:3](=[O:16])[C:4]1[CH:9]=[C:8]([O:10][CH3:11])[C:7]([O:12][CH3:13])=[C:6]([O:14][CH3:15])[CH:5]=1.I.[NH:33]1[C:37]2[CH:38]=[CH:39][CH:40]=[CH:41][C:36]=2[N:35]=[C:34]1[C:42]([CH:44]1[CH2:49][CH2:48][NH:47][CH2:46][CH2:45]1)=[O:43]>>[CH3:1][N:2]([CH2:17][CH:18]([C:25]1[CH:30]=[CH:29][C:28]([Cl:31])=[CH:27][CH:26]=1)[CH2:19][CH2:20][N:47]1[CH2:48][CH2:49][CH:44]([C:42]([C:34]2[NH:33][C:37]3[CH:38]=[CH:39][CH:40]=[CH:41][C:36]=3[N:35]=2)=[O:43])[CH2:45][CH2:46]1)[C:3](=[O:16])[C:4]1[CH:9]=[C:8]([O:10][CH3:11])[C:7]([O:12][CH3:13])=[C:6]([O:14][CH3:15])[CH:5]=1 |f:1.2|. Procedure: Prepare by the method of Example 1.7 using N-methyl-N-(2-(4-chlorophenyl)-4-methanesulfonylbutyl)-3,4,5-trimethoxybenzamide and 4-(1H-benzimidazole-2-carbonyl)piperidine hydriodic acid salt to give the title compound. Reaction SMILES: [C:23](#[N:24])[c:25]1[cH:26][cH:27][c:28]([B:31]([OH:32])[OH:33])[cH:29][cH:30]1.[C:34](=[O:35])([O-:36])[O-:37].[CH2:1]([CH3:2])[O:3][C:4](=[O:5])[c:6]1[c:7]([OH:22])[c:8]2[c:9]([c:10]([Br:12])[n:11]1)[n:13][c:14](-[c:16]1[cH:17][cH:18][cH:19][cH:20][cH:21]1)[s:15]2.[Cs+:38].[Cs+:39].[O:40]1[CH2:41][CH2:42][O:43][CH2:44][CH2:45]1.[cH:46]1[cH:47][cH:48][c:49]([P:50]([Pd:51]([P:52]([c:53]2[cH:54][cH:55][cH:56][cH:57][cH:58]2)([c:59]2[cH:60][cH:61][cH:62][cH:63][cH:64]2)[c:65]2[cH:66][cH:67][cH:68][cH:69][cH:70]2)([P:71]([c:72]2[cH:73][cH:74][cH:75][cH:76][cH:77]2)([c:78]2[cH:79][cH:80][cH:81][cH:82][cH:83]2)[c:84]2[cH:85][cH:86][cH:87][cH:88][cH:89]2)[P:90]([c:91]2[cH:92][cH:93][cH:94][cH:95][cH:96]2)([c:97]2[cH:98][cH:99][cH:100][cH:101][cH:102]2)[c:103]2[cH:104][cH:105][cH:106][cH:107][cH:108]2)([c:109]2[cH:110][cH:111][cH:112][cH:113][cH:114]2)[c:115]2[cH:116][cH:117][cH:118][cH:119][cH:120]2)[cH:121][cH:122]1>>[CH2:1]([CH3:2])[O:3][C:4](=[O:5])[c:6]1[c:7]([OH:22])[c:8]2[c:9]([c:10](-[c:28]3[cH:27][cH:26][c:25]([C:23]#[N:24])[cH:30][cH:29]3)[n:11]1)[n:13][c:14](-[c:16]1[cH:17][cH:18][cH:19][cH:20][cH:21]1)[s:15]2. The reactants are N#Cc1ccc(B(O)O)cc1, O=C([O-])[O-], CCOC(=O)c1nc(Br)c2nc(-c3ccccc3)sc2c1O, [Cs+], [Cs+], C1COCCO1, c1ccc(P(c2ccccc2)(c2ccccc2)[Pd](P(c2ccccc2)(c2ccccc2)c2ccccc2)(P(c2ccccc2)(c2ccccc2)c2ccccc2)P(c2ccccc2)(c2ccccc2)c2ccccc2)cc1. Yields the product CCOC(=O)c1nc(-c2ccc(C#N)cc2)c2nc(-c3ccccc3)sc2c1O. Reactants: CC=1SC2=C(N1)C=CC=C2 (2-Methylbenzothiazole), ClCCC[Si](C)(C)C (3-chloropropyltrimethylsilane), [I-].[Na+] (sodium iodide). Solvent: C(C)#N (acetonitrile). The product is [I-].CC=1SC2=C([N+]1CCC[Si](C)(C)C)C=CC=C2 (2-Methyl-3-(3-trimethylsilylpropyl)benzothiazolium iodide). Reaction SMILES: [CH3:1][C:2]1[S:3][C:4]2[CH:10]=[CH:9][CH:8]=[CH:7][C:5]=2[N:6]=1.Cl[CH2:12][CH2:13][CH2:14][Si:15]([CH3:18])([CH3:17])[CH3:16].[I-:19].[Na+]>C(#N)C>[I-:19].[CH3:1][C:2]1[S:3][C:4]2[CH:10]=[CH:9][CH:8]=[CH:7][C:5]=2[N+:6]=1[CH2:12][CH2:13][CH2:14][Si:15]([CH3:18])([CH3:17])[CH3:16] |f:2.3,5.6|. Procedure: 2-Methylbenzothiazole (14.9 g, 0.10 moles), 3-chloropropyltrimethylsilane (15.0 g, 0.10 moles) and sodium iodide (15.0 g, 0.10 moles) were all suspended in acetonitrile (250 ml) and with stirring the mixture was heated at reflux for four days. The mixture was filtered while hot to remove sodium chloride, the solid was washed with acetonitrile and the filtrate was concentrated to dryness. The residue was stirred with ether and dried. Yield 916 g (25%) mp 203°-205°. The reactants are LiAlH(OCH3)3, C(C)OCC (diethyl ether), FC(C=1C=C(C=CC1)C=1CCN(CC1)C(CCC1CCCCC1)=O)(F)F (4-(3-trifluoromethylphenyl)-1-(3-cyclohexylpropionyl)-1,2,3,6-tetrahydropyridine), C(C)OCC (diethyl ether), Cl (hydrogen chloride). Solvent: O (water). Conditions: time 2 hour. Product: Cl.FC(C=1C=C(C=CC1)C=1CCN(CC1)CCCC1CCCCC1)(F)F (4-(3-trifluoromethylphenyl)-1-(3-cyclohexylpropyl)-1,2,3,6-tetrahydropyridine hydrochloride). As a reaction SMILES: C(OCC)C.[F:6][C:7]([F:31])([F:30])[C:8]1[CH:9]=[C:10]([C:14]2[CH2:15][CH2:16][N:17]([C:20](=O)[CH2:21][CH2:22][CH:23]3[CH2:28][CH2:27][CH2:26][CH2:25][CH2:24]3)[CH2:18][CH:19]=2)[CH:11]=[CH:12][CH:13]=1.[ClH:32]>O>[ClH:32].[F:31][C:7]([F:6])([F:30])[C:8]1[CH:9]=[C:10]([C:14]2[CH2:19][CH2:18][N:17]([CH2:20][CH2:21][CH2:22][CH:23]3[CH2:28][CH2:27][CH2:26][CH2:25][CH2:24]3)[CH2:16][CH:15]=2)[CH:11]=[CH:12][CH:13]=1 |f:4.5|. Procedure details: To a mixture of 0.152 mole of LiAlH(OCH3)3 and 60 ml of anhydrous diethyl ether at room temperature 0.038 mole of 4-(3-trifluoromethylphenyl)-1-(3-cyclohexylpropionyl)-1,2,3,6-tetrahydropyridine and 50 ml of anhydrous diethyl ether are added in 30 minutes. The product is left for 2 hours with stirring at room temperature, then water is added, the ethereal phase is decanted, dried over anhydrous sodium sulfate and the solvent is evaporated under reduced pressure. The oily residue constituted by 4... The reactants are ClCCl, CC(C)(C)OC(=O)N1CCN(c2ccc(OCC(F)(F)F)cc2)CC1, O=C(O)C(F)(F)F. The product is FC(F)(F)COc1ccc(N2CCNCC2)cc1. Reaction SMILES: [Cl:33][CH2:34][Cl:35].[F:1][C:2]([CH2:3][O:4][c:5]1[cH:6][cH:7][c:8]([N:11]2[CH2:12][CH2:13][N:14]([C:17]([O:18][C:19]([CH3:20])([CH3:21])[CH3:22])=[O:23])[CH2:15][CH2:16]2)[cH:9][cH:10]1)([F:24])[F:25].[F:26][C:27]([F:28])([F:29])[C:30]([OH:31])=[O:32]>>[F:1][C:2]([CH2:3][O:4][c:5]1[cH:6][cH:7][c:8]([N:11]2[CH2:12][CH2:13][NH:14][CH2:15][CH2:16]2)[cH:9][cH:10]1)([F:24])[F:25]. The reactants are BrCCBr, COC(=O)Cc1cncc(Br)c1, CCOC(C)=O, [H-], [Na+], CN(C)C=O. Yields the product COC(=O)C1(c2cncc(Br)c2)CC1. As a reaction SMILES: [Br:15][CH2:16][CH2:17][Br:18].[Br:1][c:2]1[cH:3][c:4]([CH2:8][C:9](=[O:10])[O:11][CH3:12])[cH:5][n:6][cH:7]1.[CH3:19][CH2:20][O:21][C:22]([CH3:23])=[O:24].[H-:14].[Na+:13].[O:25]=[CH:26][N:27]([CH3:28])[CH3:29]>>[Br:1][c:2]1[cH:3][c:4]([C:8]2([C:9](=[O:10])[O:11][CH3:12])[CH2:16][CH2:17]2)[cH:5][n:6][cH:7]1. The reactants are O1C(NC2=C1C=CC=C2)=O (3H-benzooxazol-2-one), BrBr (bromine). The solvent is C(Cl)Cl (DCM). Run at time 19.5 hour. Yields the product BrC1=CC2=C(NC(O2)=O)C=C1 (6-Bromo-3H-benzoxazol-2-one). RXN SMILES: [O:1]1[C:5]2[CH:6]=[CH:7][CH:8]=[CH:9][C:4]=2[NH:3][C:2]1=[O:10].[Br:11]Br>C(Cl)Cl>[Br:11][C:7]1[CH:8]=[CH:9][C:4]2[NH:3][C:2](=[O:10])[O:1][C:5]=2[CH:6]=1. Procedure: To a mixture of 3H-benzooxazol-2-one (20 g, 0.15 mol) in DCM (500 mL) was added bromine (8.34 mL, 0.16 mol). After stirring at room temperature for 19.5 h, the orange precipitate that had formed was filtered off and washed with DCM until the orange color was washed out. The filtrate was concentrated to approximately 33% of its original volume and filtered and washed as before. The combined solids weighed 28.36 g. 1H NMR indicated the product was clean albeit contained ca. 8-9% starting material ... Reactants: C(C)(C)N(C(C)C)CC1=C(C=C(C(=C1)N(C(C)=O)C(C)=O)F)Cl (N,N-diiso-propyl-2-chloro-4-fluoro-5-diacetylaminobenzylamine), [OH-].[K+] (potassium hydroxide), CO (methanol), O (water). The solvent is C(C)OCC (diethyl ether). The product is ClC1=CC(=C(N)C=C1CN(C(C)C)C(C)C)F (4-chloro-2-fluoro-5-(diisopropylaminomethyl)aniline). The yield is 92.0%. As a reaction SMILES: [CH:1]([N:4]([CH2:8][C:9]1[CH:14]=[C:13]([N:15](C(=O)C)C(=O)C)[C:12]([F:22])=[CH:11][C:10]=1[Cl:23])[CH:5]([CH3:7])[CH3:6])([CH3:3])[CH3:2].[OH-].[K+].CO.O>C(OCC)C>[Cl:23][C:10]1[C:9]([CH2:8][N:4]([CH:5]([CH3:7])[CH3:6])[CH:1]([CH3:2])[CH3:3])=[CH:14][C:13]([NH2:15])=[C:12]([F:22])[CH:11]=1 |f:1.2|. Procedure details: A mixture of 0.72 g (0.0021 mole) of N,N-diiso-propyl-2-chloro-4-fluoro-5-diacetylaminobenzylamine, 1 g (0.018 mole) of potassium hydroxide, 20 ml of methanol, and 5 ml of water was refluxed for six hours. After cooling to room temperature, the reaction mixture was diluted with diethyl ether and was washed with water. The aqueous washes were combined and extracted with methylene chloride. These extracts were combined with the diethyl ether solution. This mixture was dried, filtered, and the solv...